describe an organic reaction: reactants, conditions, products, and yield From a dataset of the Open Reaction Database (ORD), a public repository of structured organic reaction records. The reactants are [H-].[Na+] (sodium hydride), O (Water), C(P(OC(C)C)(OC(C)C)=O)P(OC(C)C)(OC(C)C)=O (tetraisopropyl methylenebisphosphonate), BrCC(=O)OCC (ethyl bromoacetate). Run in O1CCCC1 (tetrahydrofuran). Conditions: time 10 minute. Yields the product C(C)(C)OP(=O)(C(CC(=O)OCC)P(=O)(OC(C)C)OC(C)C)OC(C)C (ethyl 3,3-bis(diisopropoxyphosphinoyl)propionate). Isolated yield 27.0%. As a reaction SMILES: [H-].[Na+].[CH2:3]([P:14](=[O:23])([O:19][CH:20]([CH3:22])[CH3:21])[O:15][CH:16]([CH3:18])[CH3:17])[P:4](=[O:13])([O:9][CH:10]([CH3:12])[CH3:11])[O:5][CH:6]([CH3:8])[CH3:7].Br[CH2:25][C:26]([O:28][CH2:29][CH3:30])=[O:27].O>O1CCCC1>[CH:20]([O:19][P:14]([O:15][CH:16]([CH3:18])[CH3:17])([CH:3]([P:4]([O:9][CH:10]([CH3:11])[CH3:12])([O:5][CH:6]([CH3:8])[CH3:7])=[O:13])[CH2:25][C:26]([O:28][CH2:29][CH3:30])=[O:27])=[O:23])([CH3:22])[CH3:21] |f:0.1|. Procedure details: Under a nitrogen atmosphere, 60% sodium hydride (0.132 g) was suspended in dry tetrahydrofuran (4 ml), and tetraisopropyl methylenebisphosphonate (1.1 g) was added dropwise thereto at room temperature. After stirring for 10 minutes, ethyl bromoacetate (0.354 ml) was added dropwise thereto and the resulting mixture was stirred at the same temperature for 1 hour. Water was added thereto, followed by extraction (twice) with ethyl acetate, and the organic layer was dried over anhydrous magnesium sul... Reactants: COC1=CC=C(C=C1)C1=COC2=C1C=C(C=C2)C2=NN=C(O2)S (5-[3-(4-methoxyphenyl)-1-benzofuran-5-yl]-1,3,4-oxadiazole-2-thiol), COC1=CC=C(CCl)C=C1 (4-methoxybenzyl chloride). The product is COC1=CC=C(CSC=2OC(=NN2)C=2C=CC3=C(C(=CO3)C3=CC=C(C=C3)OC)C2)C=C1 (2-[(4-methoxybenzyl)thio]-5-[3-(4-methoxyphenyl)-1-benzofuran-5-yl]-1,3,4-oxadiazole). Yield: 80.0%. RXN SMILES: [CH3:1][O:2][C:3]1[CH:8]=[CH:7][C:6]([C:9]2[C:13]3[CH:14]=[C:15]([C:18]4[O:22][C:21]([SH:23])=[N:20][N:19]=4)[CH:16]=[CH:17][C:12]=3[O:11][CH:10]=2)=[CH:5][CH:4]=1.[CH3:24][O:25][C:26]1[CH:33]=[CH:32][C:29]([CH2:30]Cl)=[CH:28][CH:27]=1>>[CH3:24][O:25][C:26]1[CH:33]=[CH:32][C:29]([CH2:30][S:23][C:21]2[O:22][C:18]([C:15]3[CH:16]=[CH:17][C:12]4[O:11][CH:10]=[C:9]([C:6]5[CH:5]=[CH:4][C:3]([O:2][CH3:1])=[CH:8][CH:7]=5)[C:13]=4[CH:14]=3)=[N:19][N:20]=2)=[CH:28][CH:27]=1. Reported procedure: In the same manner as in Example 1 and using 5-[3-(4-methoxyphenyl)-1-benzofuran-5-yl]-1,3,4-oxadiazole-2-thiol instead of 5-(benzothiazol-6-yl)-1,3,4-oxadiazole-2-thiol and 4-methoxybenzyl chloride instead of 3-(trifluoromethyl)benzyl chloride, the title compound (yield 80%) was obtained as colorless crystals. Reactants: C1CCNC1, CCO, O=C1Cc2cc(Cl)ccc2N1, COc1ccc(C=O)cc1-c1cccnc1. Product: COc1ccc(C=C2C(=O)Nc3ccc(Cl)cc32)cc1-c1cccnc1. Reaction SMILES: [CH2:28]1[CH2:29][NH:30][CH2:31][CH2:32]1.[CH3:33][CH2:34][OH:35].[Cl:17][c:18]1[cH:19][c:20]2[c:24]([cH:25][cH:26]1)[NH:23][C:22](=[O:27])[CH2:21]2.[n:1]1[cH:2][c:3](-[c:7]2[cH:8][c:9]([CH:10]=[O:11])[cH:12][cH:13][c:14]2[O:15][CH3:16])[cH:4][cH:5][cH:6]1>>[n:1]1[cH:2][c:3](-[c:7]2[cH:8][c:9]([CH:10]=[C:21]3[c:20]4[cH:19][c:18]([Cl:17])[cH:26][cH:25][c:24]4[NH:23][C:22]3=[O:27])[cH:12][cH:13][c:14]2[O:15][CH3:16])[cH:4][cH:5][cH:6]1. Reactants: Cl (hydrochloric acid), N1=CC=CC=C1 (pyridine), O(C1=CC=CC=C1)C=1C=C(CO)C=CC1F (3-phenoxy-4-fluoro-benzyl alcohol), CC1(C(C1C=C(C1=CC=C(C=C1)OC(F)(F)F)Cl)C(=O)Cl)C (2,2-dimethyl-3-(2-chloro-2-(4-trifluoromethoxy-phenyl)-vinyl)-cyclopropanecarboxylic acid chloride). Run in O (water), C1(=CC=CC=C1)C (toluene), C1(=CC=CC=C1)C (toluene). Conditions: time 3 hour. Yields the product FC1=C(C=C(COC(=O)C2C(C2C=C(C2=CC=C(C=C2)OC(F)(F)F)Cl)(C)C)C=C1)OC1=CC=CC=C1 (2,2-dimethyl-3-(2-chloro-2-(4 -trifluoromethoxy-phenyl)-vinyl)-cyclopropanecarboxylic acid 4-fluoro-3-phenoxy-benzyl ester). Yield: 81.3%. Reaction SMILES: [O:1]([C:8]1[CH:9]=[C:10]([CH:13]=[CH:14][C:15]=1[F:16])[CH2:11][OH:12])[C:2]1[CH:7]=[CH:6][CH:5]=[CH:4][CH:3]=1.[CH3:17][C:18]1([CH3:38])[CH:20]([CH:21]=[C:22]([Cl:34])[C:23]2[CH:28]=[CH:27][C:26]([O:29][C:30]([F:33])([F:32])[F:31])=[CH:25][CH:24]=2)[CH:19]1[C:35](Cl)=[O:36].N1C=CC=CC=1.Cl>C1(C)C=CC=CC=1.O>[F:16][C:15]1[CH:14]=[CH:13][C:10]([CH2:11][O:12][C:35]([CH:19]2[CH:20]([CH:21]=[C:22]([Cl:34])[C:23]3[CH:28]=[CH:27][C:26]([O:29][C:30]([F:33])([F:31])[F:32])=[CH:25][CH:24]=3)[C:18]2([CH3:38])[CH3:17])=[O:36])=[CH:9][C:8]=1[O:1][C:2]1[CH:3]=[CH:4][CH:5]=[CH:6][CH:7]=1. Reported procedure: 4.4 g (0.02 mol) of 3-phenoxy-4-fluoro-benzyl alcohol and 7.1 g (0.02 mol) of 2,2-dimethyl-3-(2-chloro-2-(4-trifluoromethoxy-phenyl)-vinyl)-cyclopropanecarboxylic acid chloride were dissolved in 100 ml of anhydrous toluene, and 2.5 g of pyridine, dissolved in 50 ml of anhydrous toluene, were added dropwise at 20°-25° C., while stirring. Stirring was then continued at 25°-35° C. for 3 hours. The reaction mixture was poured into 150 ml of water, to which 10 ml of concentrated hydrochloric acid wer... Reactants: O=C([O-])[O-], CC#N, CCOC(=O)C1(CCCc2c(F)cnc3ccccc23)CCNCC1, OCCI, [K+], [K+]. Yields the product CCOC(=O)C1(CCCc2c(F)cnc3ccccc23)CCN(CCO)CC1. Reaction SMILES: [C:5](=[O:6])([O-:7])[O-:8].[CH3:36][C:37]#[N:38].[F:11][c:12]1[cH:13][n:14][c:15]2[cH:16][cH:17][cH:18][cH:19][c:20]2[c:21]1[CH2:22][CH2:23][CH2:24][C:25]1([C:31](=[O:32])[O:33][CH2:34][CH3:35])[CH2:26][CH2:27][NH:28][CH2:29][CH2:30]1.[I:1][CH2:2][CH2:3][OH:4].[K+:10].[K+:9]>>[CH2:2]([CH2:3][OH:4])[N:28]1[CH2:27][CH2:26][C:25]([CH2:24][CH2:23][CH2:22][c:21]2[c:12]([F:11])[cH:13][n:14][c:15]3[cH:16][cH:17][cH:18][cH:19][c:20]32)([C:31](=[O:32])[O:33][CH2:34][CH3:35])[CH2:30][CH2:29]1. Reactants: COC1=CC2=C(C=NC=3CCC(NC23)=O)C=C1 (1,4-dihydro-9-methoxybenzo[c]-1,5-naphthyridin-2(3H)-one). Solvent: O1CCCC1 (tetrahydrofuran), B (borane). Reaction conditions: time 8 hour. The product is COC1=CC2=C(C=NC=3CCCNC23)C=C1 (9-Methoxy-1,2,3,4-tetrahydrobenzo[c]-1,5-naphthyridine). RXN SMILES: [CH3:1][O:2][C:3]1[CH:17]=[CH:16][C:6]2[CH:7]=[N:8][C:9]3[CH2:10][CH2:11][C:12](=O)[NH:13][C:14]=3[C:5]=2[CH:4]=1>O1CCCC1.B>[CH3:1][O:2][C:3]1[CH:17]=[CH:16][C:6]2[CH:7]=[N:8][C:9]3[CH2:10][CH2:11][CH2:12][NH:13][C:14]=3[C:5]=2[CH:4]=1. Reported procedure: To a slightly turbid solution of 3.88 g of 1,4-dihydro-9-methoxybenzo[c]-1,5-naphthyridin-2(3H)-one in tetrahydrofuran (800 ml), 70 ml of borane (0.98M in tetrahydrofuran) was added over approximately one minute. A precipitate formed almost immediately. The suspension was stirred overnight at ambient temperature. The reactants are C(C1=CC=CC=C1)N1C(=C(C=C1C(F)(F)F)C1=CC=C(C=C1)Cl)C(=O)N1CC(N(CC1)C(=O)OC(C)(C)C)(C)C (tert-butyl 4-(1-benzyl-3-(4-chlorophenyl)-5-(trifluoromethyl)-1H-pyrrole-2-carbonyl)-2,2-dimethylpiperazine-1-carboxylate), C(=O)(C(F)(F)F)O (TFA), C(=O)(O)[O-].[Na+] (NaHCO3). Solvent: C(Cl)Cl (DCM). Conditions: temperature 0 celsius, time 1 hour. Product: C(C1=CC=CC=C1)N1C(=C(C=C1C(F)(F)F)C1=CC=C(C=C1)Cl)C(=O)N1CC(NCC1)(C)C ([1-Benzyl-3-(4-chlorophenyl)-5-(trifluoromethyl)-1H-pyrrol-2-yl]-(3,3-dimethyl-piperazin-1-yl)-methanone). RXN SMILES: [CH2:1]([N:8]1[C:12]([C:13]([F:16])([F:15])[F:14])=[CH:11][C:10]([C:17]2[CH:22]=[CH:21][C:20]([Cl:23])=[CH:19][CH:18]=2)=[C:9]1[C:24]([N:26]1[CH2:31][CH2:30][N:29](C(OC(C)(C)C)=O)[C:28]([CH3:40])([CH3:39])[CH2:27]1)=[O:25])[C:2]1[CH:7]=[CH:6][CH:5]=[CH:4][CH:3]=1.C(O)(C(F)(F)F)=O.C([O-])(O)=O.[Na+]>C(Cl)Cl>[CH2:1]([N:8]1[C:12]([C:13]([F:15])([F:14])[F:16])=[CH:11][C:10]([C:17]2[CH:18]=[CH:19][C:20]([Cl:23])=[CH:21][CH:22]=2)=[C:9]1[C:24]([N:26]1[CH2:31][CH2:30][NH:29][C:28]([CH3:40])([CH3:39])[CH2:27]1)=[O:25])[C:2]1[CH:3]=[CH:4][CH:5]=[CH:6][CH:7]=1 |f:2.3|. Procedure details: To tert-butyl 4-(1-benzyl-3-(4-chlorophenyl)-5-(trifluoromethyl)-1H-pyrrole-2-carbonyl)-2,2-dimethylpiperazine-1-carboxylate (103 mg, 0.178 mmol) in DCM (2 mL) was added TFA (0.234 mL, 3.03 mmol). The reaction mixture was stirred for 1 h and then cooled to 0° C. Saturated aqueous NaHCO3 (15 mL) was added. The aqueous layer was separated and extracted twice with DCM (10 mL). The combined organic phases were washed with brine (20 mL) and dried over Na2SO4. Concentration in vacuo was followed by fl... The reactants are CC(C)(C)OC(=O)N1CCCN(c2nc3ccccc3n2CCOCC(F)(F)F)CC1, CCOCC, CO, I. Product: I, FC(F)(F)COCCn1c(N2CCCNCC2)nc2ccccc21. As a reaction SMILES: [C:1]([O:2][C:3](=[O:4])[N:8]1[CH2:9][CH2:10][N:11]([c:15]2[n:16][c:17]3[c:18]([n:19]2[CH2:20][CH2:21][O:22][CH2:23][C:24]([F:25])([F:26])[F:27])[cH:28][cH:29][cH:30][cH:31]3)[CH2:12][CH2:13][CH2:14]1)([CH3:5])([CH3:6])[CH3:7].[CH3:33][CH2:34][O:35][CH2:36][CH3:37].[CH3:38][OH:39].[IH:32]>>[IH:32].[NH:8]1[CH2:9][CH2:10][N:11]([c:15]2[n:16][c:17]3[c:18]([n:19]2[CH2:20][CH2:21][O:22][CH2:23][C:24]([F:25])([F:26])[F:27])[cH:28][cH:29][cH:30][cH:31]3)[CH2:12][CH2:13][CH2:14]1.